This data is from the Open Reaction Database (ORD), a public repository of structured organic reaction records. The task is: describe an organic reaction: reactants, conditions, products, and yield Starting materials: CCOc1nc(C(C)(C)C)ncc1C1=NC(C)(c2ccc(Cl)cc2)C(C)(c2ccc(Cl)cc2)N1C(=O)Cl, Cl, Cl, NS(=O)(=O)CCCN1CCNCC1. The product is CCOc1nc(C(C)(C)C)ncc1C1=NC(C)(c2ccc(Cl)cc2)C(C)(c2ccc(Cl)cc2)N1C(=O)N1CCN(CCCS(N)(=O)=O)CC1. Reaction SMILES: [C:1]([CH3:2])([CH3:3])([CH3:4])[c:5]1[n:6][cH:7][c:8]([C:14]2=[N:18][C:17]([CH3:19])([c:20]3[cH:21][cH:22][c:23]([Cl:26])[cH:24][cH:25]3)[C:16]([CH3:27])([c:28]3[cH:29][cH:30][c:31]([Cl:34])[cH:32][cH:33]3)[N:15]2[C:35](=[O:36])[Cl:37])[c:9]([O:11][CH2:12][CH3:13])[n:10]1.[ClH:38].[ClH:39].[N:40]1([CH2:46][CH2:47][CH2:48][S:49](=[O:50])(=[O:51])[NH2:52])[CH2:41][CH2:42][NH:43][CH2:44][CH2:45]1>>[C:1]([CH3:2])([CH3:3])([CH3:4])[c:5]1[n:6][cH:7][c:8]([C:14]2=[N:18][C:17]([CH3:19])([c:20]3[cH:21][cH:22][c:23]([Cl:26])[cH:24][cH:25]3)[C:16]([CH3:27])([c:28]3[cH:29][cH:30][c:31]([Cl:34])[cH:32][cH:33]3)[N:15]2[C:35](=[O:36])[N:43]2[CH2:42][CH2:41][N:40]([CH2:46][CH2:47][CH2:48][S:49](=[O:50])(=[O:51])[NH2:52])[CH2:45][CH2:44]2)[c:9]([O:11][CH2:12][CH3:13])[n:10]1. Starting materials: CC(=O)O[BH-](OC(C)=O)OC(C)=O, O=C([O-])O, CN1CCCC1=O, CC(=O)O, Cl, Nc1ccc(N2CCC(N3C(=O)OCc4ccccc43)CC2)c(Cl)c1, [Na+], [Na+], O=Cc1ncc[nH]1. Yields the product O=C1OCc2ccccc2N1C1CCN(c2ccc(NCc3ncc[nH]3)cc2Cl)CC1. RXN SMILES: [C:33]([O:34][BH-:35]([O:36][C:37](=[O:38])[CH3:39])[O:40][C:41](=[O:42])[CH3:43])(=[O:44])[CH3:45].[C:48](=[O:49])([OH:50])[O-:51].[CH3:53][N:54]1[CH2:55][CH2:56][CH2:57][C:58]1=[O:59].[CH3:60][C:61](=[O:62])[OH:63].[ClH:47].[NH2:1][c:2]1[cH:3][c:4]([Cl:25])[c:5]([N:8]2[CH2:9][CH2:10][CH:11]([N:14]3[C:15](=[O:24])[O:16][CH2:17][c:18]4[c:19]3[cH:20][cH:21][cH:22][cH:23]4)[CH2:12][CH2:13]2)[cH:6][cH:7]1.[Na+:46].[Na+:52].[nH:26]1[c:27]([CH:31]=[O:32])[n:28][cH:29][cH:30]1>>[NH:1]([c:2]1[cH:3][c:4]([Cl:25])[c:5]([N:8]2[CH2:9][CH2:10][CH:11]([N:14]3[C:15](=[O:24])[O:16][CH2:17][c:18]4[c:19]3[cH:20][cH:21][cH:22][cH:23]4)[CH2:12][CH2:13]2)[cH:6][cH:7]1)[CH2:31][c:27]1[nH:26][cH:30][cH:29][n:28]1. The reactants are CC(C)(C)OC(=O)N1CCNCC1, O=C([O-])[O-], CS(C)=O, CCOC(C)=O, Cc1cc(F)ccc1[N+](=O)[O-], [K+], [K+]. Product: Cc1cc(N2CCN(C(=O)OC(C)(C)C)CC2)ccc1[N+](=O)[O-]. As a reaction SMILES: [C:12]([CH3:13])([CH3:14])([CH3:15])[O:16][C:17](=[O:18])[N:19]1[CH2:20][CH2:21][NH:22][CH2:23][CH2:24]1.[C:25](=[O:26])([O-:27])[O-:28].[CH3:31][S:32](=[O:33])[CH3:34].[CH3:35][CH2:36][O:37][C:38](=[O:39])[CH3:40].[F:1][c:2]1[cH:3][c:4]([CH3:11])[c:5]([N+:8](=[O:9])[O-:10])[cH:6][cH:7]1.[K+:29].[K+:30]>>[c:2]1([N:22]2[CH2:21][CH2:20][N:19]([C:17]([O:16][C:12]([CH3:13])([CH3:14])[CH3:15])=[O:18])[CH2:24][CH2:23]2)[cH:3][c:4]([CH3:11])[c:5]([N+:8](=[O:9])[O-:10])[cH:6][cH:7]1. Starting materials: C1(=CC=CC=C1)C=1N=C(SC1)C(=O)O (4-Phenyl-thiazole-2-carboxylic acid), Cl.CN(CCCN=C=NCC)C (1-[3-(dimethylamino)propyl]-3-ethylcarbodiimide hydrochloride), COC([C@@H](N)CC1=CC=CC=C1)=O (phenylalanine methyl ester). Run in CN(C)C=O (DMF). Conditions: temperature 25 celsius, time 8 hour. The product is COC(C(CC1=CC=CC=C1)NC(=O)C=1SC=C(N1)C1=CC=CC=C1)=O (3-Phenyl-2-[(4-phenyl-thiazole-2-carbonyl)-amino]-propionic acid methyl ester). Reaction SMILES: [C:1]1([C:7]2[N:8]=[C:9]([C:12]([OH:14])=O)[S:10][CH:11]=2)[CH:6]=[CH:5][CH:4]=[CH:3][CH:2]=1.Cl.CN(C)CCCN=C=NCC.[CH3:27][O:28][C:29](=[O:39])[C@H:30]([CH2:32][C:33]1[CH:38]=[CH:37][CH:36]=[CH:35][CH:34]=1)[NH2:31]>CN(C=O)C>[CH3:27][O:28][C:29](=[O:39])[CH:30]([NH:31][C:12]([C:9]1[S:10][CH:11]=[C:7]([C:1]2[CH:2]=[CH:3][CH:4]=[CH:5][CH:6]=2)[N:8]=1)=[O:14])[CH2:32][C:33]1[CH:38]=[CH:37][CH:36]=[CH:35][CH:34]=1 |f:1.2|. Reported procedure: To a suspension of 4-Phenyl-thiazole-2-carboxylic acid (100 mg, 0.4 mmol) and 1-[3-(dimethylamino)propyl]-3-ethylcarbodiimide hydrochloride (0.44 mmol) in DMF (4 mL) at 25° C. was added phenylalanine methyl ester (72 mg, 0.4 mmol), the resulting mixture was stirring at 25° C. for overnight and concentrated in vacuo, and the residue was dissolved in CH2Cl2 (20 mL) was washed with 5% NaHCO3, dried with MgSO4 and concentrated in vacuo. The residue was purified by HPLC. The product was obtained 92 m... Reactants: alkali metal fluoride, ClC=1C=C(C#N)C=C(C1F)Cl (3,5-dichloro-4-fluorobenzonitrile), ClC=1C=C(C=C(C1F)Cl)C(F)(F)F (3,5-dichloro-4-fluorobenzotrifluoride). The product is ClC=1C=C(C#N)C=C(C1F)F (3-chloro-4,5-difluorobenzonitrile), ClC=1C=C(C=C(C1F)F)C(F)(F)F (3-chloro-4,5-difluorobenzotrifluoride). RXN SMILES: [Cl:1][C:2]1[CH:3]=[C:4]([CH:7]=[C:8](Cl)[C:9]=1[F:10])[C:5]#[N:6].[Cl:12][C:13]1[CH:14]=[C:15]([C:21]([F:24])([F:23])[F:22])[CH:16]=[C:17](Cl)[C:18]=1[F:19]>>[Cl:1][C:2]1[CH:3]=[C:4]([CH:7]=[C:8]([F:19])[C:9]=1[F:10])[C:5]#[N:6].[Cl:12][C:13]1[CH:14]=[C:15]([C:21]([F:24])([F:23])[F:22])[CH:16]=[C:17]([F:10])[C:18]=1[F:19]. Reported procedure: reacting the 3,5-dichloro-4-fluorobenzonitrile or 3,5-dichloro-4-fluorobenzotrifluoride compound prepared in step (B) with an alkali metal fluoride to form the corresponding 3-chloro-4,5-difluorobenzonitrile or 3-chloro-4,5-difluorobenzotrifluoride compound.